Dataset: the Open Reaction Database (ORD), a public repository of structured organic reaction records. Task: describe an organic reaction: reactants, conditions, products, and yield Starting materials: CCCC1=C(C=CC(=C1O)C(=O)C)O (2,4-dihydroxy-3-propylacetophenone), BrCCC(C)Br (1,3-dibromobutane), C([O-])([O-])=O.[K+].[K+] (potassium carbonate). The reagents and catalysts are [Br-].C(CCC)[N+](CCCC)(CCCC)CCCC (tetra-n-butylammonium bromide). The solvent is CC(=O)C (acetone). The product is BrC(CCOC1=C(C(=C(C=C1)C(C)=O)O)CCC)C (1-[4-(3-bromobutoxy)-2-hydroxy-3-propylphenyl]ethanone). Yield: 29.1%. Reaction SMILES: [CH3:1][CH2:2][CH2:3][C:4]1[C:9]([OH:10])=[C:8]([C:11]([CH3:13])=[O:12])[CH:7]=[CH:6][C:5]=1[OH:14].Br[CH2:16][CH2:17][CH:18]([Br:20])[CH3:19].C(=O)([O-])[O-].[K+].[K+]>[Br-].C([N+](CCCC)(CCCC)CCCC)CCC.CC(C)=O>[Br:20][CH:18]([CH3:19])[CH2:17][CH2:16][O:14][C:5]1[CH:6]=[CH:7][C:8]([C:11](=[O:12])[CH3:13])=[C:9]([OH:10])[C:4]=1[CH2:3][CH2:2][CH3:1] |f:2.3.4,5.6|. Reported procedure: A mixture of 5.0 g of 2,4-dihydroxy-3-propylacetophenone, 11.1 g of 1,3-dibromobutane, 6.0 g of potassium carbonate and 50 mg of tetra-n-butylammonium bromide in 130 ml of acetone was refluxed overnight. After cooling, the insoluble matter was filtered off, and the filtrate was concentrated. The residue was purified by silica gel column chromatography (eluent:hexane-ethyl acetate=8:1) to give 2.47 g of 1-[4-(3-bromobutoxy)-2-hydroxy-3-propylphenyl]ethanone. Melting point 53°-55° C. Starting materials: O=C1CCC(=O)N1Br, CC(O)(CO[Si](C)(C)C(C)(C)C)c1nccs1, CN(C)C=O, O. Yields the product CC(O)(CO[Si](C)(C)C(C)(C)C)c1ncc(Br)s1. RXN SMILES: [Br:18][N:19]1[C:20](=[O:21])[CH2:22][CH2:23][C:24]1=[O:25].[C:1]([CH3:2])([CH3:3])([CH3:4])[Si:5]([O:6][CH2:7][C:8]([CH3:9])([OH:10])[c:11]1[s:12][cH:13][cH:14][n:15]1)([CH3:16])[CH3:17].[O:27]=[CH:28][N:29]([CH3:30])[CH3:31].[OH2:26]>>[C:1]([CH3:2])([CH3:3])([CH3:4])[Si:5]([O:6][CH2:7][C:8]([CH3:9])([OH:10])[c:11]1[s:12][c:13]([Br:18])[cH:14][n:15]1)([CH3:16])[CH3:17]. Starting materials: C1(=CC=CC=C1)PC1=CC=CC=C1 (diphenyl phosphine), C(=C)[Si](C1=CC=CC=C1)(C1=CC=CC=C1)C=C (divinyl diphenyl silane). The product is C1(=CC=CC=C1)P(C1=CC=CC=C1)CC[Si](C1=CC=CC=C1)(C1=CC=CC=C1)CCP(C1=CC=CC=C1)C1=CC=CC=C1 (Bis-(Diphenylphosphinoethyl) Diphenyl Silane). Reaction SMILES: [C:1]1([PH:7][C:8]2[CH:13]=[CH:12][CH:11]=[CH:10][CH:9]=2)[CH:6]=[CH:5][CH:4]=[CH:3][CH:2]=1.[CH:14]([Si:16]([CH:29]=[CH2:30])([C:23]1[CH:28]=[CH:27][CH:26]=[CH:25][CH:24]=1)[C:17]1[CH:22]=[CH:21][CH:20]=[CH:19][CH:18]=1)=[CH2:15]>>[C:8]1([P:7]([CH2:30][CH2:29][Si:16]([CH2:14][CH2:15][P:7]([C:8]2[CH:9]=[CH:10][CH:11]=[CH:12][CH:13]=2)[C:1]2[CH:6]=[CH:5][CH:4]=[CH:3][CH:2]=2)([C:23]2[CH:28]=[CH:27][CH:26]=[CH:25][CH:24]=2)[C:17]2[CH:22]=[CH:21][CH:20]=[CH:19][CH:18]=2)[C:1]2[CH:2]=[CH:3][CH:4]=[CH:5][CH:6]=2)[CH:9]=[CH:10][CH:11]=[CH:12][CH:13]=1. Reported procedure: About 2 moles of diphenyl phosphine were added sequentially to one mole of divinyl diphenyl silane to yield mostly the desired diadduct which crystallized on standing; recrystallization from heptane provided the pureproduct. The reactants are CCCCCCCCCCCC(CC(=O)O)OC(=O)CCCCCCC, NC(CO)C(=O)OCc1ccccc1, ClCCCl, CI, ClCCl. Product: CCCCCCCCCCCC(CC(=O)NC(CO)C(=O)OCc1ccccc1)OC(=O)CCCCCCC. As a reaction SMILES: [C:15]([CH2:16][CH2:17][CH2:18][CH2:19][CH2:20][CH2:21][CH3:22])(=[O:23])[O:24][CH:25]([CH2:26][C:27](=[O:28])[OH:29])[CH2:30][CH2:31][CH2:32][CH2:33][CH2:34][CH2:35][CH2:36][CH2:37][CH2:38][CH2:39][CH3:40].[CH2:1]([c:2]1[cH:3][cH:4][cH:5][cH:6][cH:7]1)[O:8][C:9]([CH:10]([NH2:11])[CH2:12][OH:13])=[O:14].[CH2:41]([Cl:42])[CH2:43][Cl:44].[CH3:45][I:46].[Cl:47][CH2:48][Cl:49]>>[CH2:1]([c:2]1[cH:3][cH:4][cH:5][cH:6][cH:7]1)[O:8][C:9]([CH:10]([NH:11][C:27]([CH2:26][CH:25]([O:24][C:15]([CH2:16][CH2:17][CH2:18][CH2:19][CH2:20][CH2:21][CH3:22])=[O:23])[CH2:30][CH2:31][CH2:32][CH2:33][CH2:34][CH2:35][CH2:36][CH2:37][CH2:38][CH2:39][CH3:40])=[O:28])[CH2:12][OH:13])=[O:14]. Starting materials: C(C)C1C(C2=CC=CC(=C2C1)C1=CC=CC=C1)=O (2-ethyl-4-phenyl-1-indanone), B.[Na] (sodium boron hydride), B.[Na] (sodium boron hydride), CC(=O)C (acetone). Solvent: C(C)O (ethanol), C(C)O (ethanol). Product: C(C)C1C(C2=CC=CC(=C2C1)C1=CC=CC=C1)O (2-ethyl-1-hydroxy-4-phenylindan). Yield: 99.3%. RXN SMILES: B.[Na].[CH2:3]([CH:5]1[CH2:13][C:12]2[C:7](=[CH:8][CH:9]=[CH:10][C:11]=2[C:14]2[CH:19]=[CH:18][CH:17]=[CH:16][CH:15]=2)[C:6]1=[O:20])[CH3:4].CC(C)=O>C(O)C>[CH2:3]([CH:5]1[CH2:13][C:12]2[C:7](=[CH:8][CH:9]=[CH:10][C:11]=2[C:14]2[CH:19]=[CH:18][CH:17]=[CH:16][CH:15]=2)[CH:6]1[OH:20])[CH3:4] |f:0.1,^1:1|. Procedure: To a 200-ml three-necked round flask (equipped with a stirrer tip, a Dimroth condenser, a dropping funnel and a thermometer) were introduced 0.85 g (22.6 mmol) of sodium boron hydride and 28 ml of ethanol, and then in a nitrogen atmosphere at room temperature, a solution of 10.6 g (45.1 mmol) of 2-ethyl-4-phenyl-1-indanone in 20 ml of ethanol was dropwise added. After the dropwise addition was completed, the temperature was elevated to 50° C. to perform reaction for further 3.5 hours. After the ... The product is CC(C)(C)C1=CC=C(C=C1)C1=CC(OC2=CC=C(C=C12)C#CC1=CC=C(C(=O)OCC)C=C1)(C)C (Ethyl 4-[[4-(4-(1.1-dimethylethyl)phenyl)-2,2-dimethyl-(2H)-chromen-6-yl]-ethynyl]-benzoate), EtOAc hexanes. The reactants are CC1(OC2=CC=C(C=C2C(=C1)OS(=O)(=O)C(F)(F)F)C#CC1=CC=C(C(=O)OCC)C=C1)C (ethyl 4-(2,2-dimethyl-4-trifluoromethanesulfonyloxy-(2H)-chromen-6-ylethynyl)-benzoate), C(C)(C)(C)C1=CC=C(C=C1)Br (4-tert-butylbromobenzene), C(C)(C)(C)[Li] (tert-butyllithium), solution, CC1(OC2=CC=C(C=C2C(=C1)OS(=O)(=O)C(F)(F)F)C#CC1=CC=C(C(=O)OCC)C=C1)C (ethyl 4-(2,2-dimethyl-4-trifluoromethanesulfonyloxy-(2H)-chromen-6-ylethynyl)-benzoate). The solvent is C1CCOC1 (THF), C1CCOC1 (THF), CCCCC (pentane), C1CCOC1 (THF). Yield: 2.5%. As a reaction SMILES: [C:1]([C:5]1[CH:10]=[CH:9][C:8](Br)=[CH:7][CH:6]=1)([CH3:4])([CH3:3])[CH3:2].C([Li])(C)(C)C.[CH3:17][C:18]1([CH3:49])[CH:27]=[C:26](OS(C(F)(F)F)(=O)=O)[C:25]2[C:20](=[CH:21][CH:22]=[C:23]([C:36]#[C:37][C:38]3[CH:48]=[CH:47][C:41]([C:42]([O:44][CH2:45][CH3:46])=[O:43])=[CH:40][CH:39]=3)[CH:24]=2)[O:19]1>C1COCC1.CCCCC.[Cl-].[Cl-].[Zn+2].[Pd].C1(P(C2C=CC=CC=2)C2C=CC=CC=2)C=CC=CC=1.C1(P(C2C=CC=CC=2)C2C=CC=CC=2)C=CC=CC=1.C1(P(C2C=CC=CC=2)C2C=CC=CC=2)C=CC=CC=1.C1(P(C2C=CC=CC=2)C2C=CC=CC=2)C=CC=CC=1>[CH3:2][C:1]([C:5]1[CH:10]=[CH:9][C:8]([C:26]2[C:25]3[C:20](=[CH:21][CH:22]=[C:23]([C:36]#[C:37][C:38]4[CH:48]=[CH:47][C:41]([C:42]([O:44][CH2:45][CH3:46])=[O:43])=[CH:40][CH:39]=4)[CH:24]=3)[O:19][C:18]([CH3:17])([CH3:49])[CH:27]=2)=[CH:7][CH:6]=1)([CH3:4])[CH3:3] |f:5.6.7,8.9.10.11.12|. Reagents/catalysts: [Pd].C1(=CC=CC=C1)P(C1=CC=CC=C1)C1=CC=CC=C1.C1(=CC=CC=C1)P(C1=CC=CC=C1)C1=CC=CC=C1.C1(=CC=CC=C1)P(C1=CC=CC=C1)C1=CC=CC=C1.C1(=CC=CC=C1)P(C1=CC=CC=C1)C1=CC=CC=C1 (tetrakis(triphenylphosphine) palladium(0)), [Cl-].[Cl-].[Zn+2] (ZnCl2). Procedure details: A solution of 4-tert-butylbromobenzene (280.0 mg, 1.61 mmol) in 3.0 mL of THF was cooled to -78° C. and tert-butyllithium (206.3 mg, 3.22 mmol, 1.7 ml of a 1.7M solution in pentane) was added to give a yellow solution. After 30 minutes a solution of ZnCl2 (380.0 mg, 3.22 mmol) in 5.0 mL THF was slowly added via cannula. The resulting solution was warmed to room temperature and transferred via cannula to a solution of ethyl 4-((2,2-dimethyl-4-trifluoromethanesulfonyloxy-(2H)-chromen-6-yl)ethynyl)... The reactants are Cc1nn(C)cc1CN1CCC(c2ccc(C(=O)Nc3ccccc3NC(=O)OC(C)(C)C)cc2)CC1, CO, Cl, [Na+], [OH-], O. Product: Cc1nn(C)cc1CN1CCC(c2ccc(C(=O)Nc3ccccc3N)cc2)CC1. RXN SMILES: [CH3:1][n:2]1[n:3][c:4]([CH3:37])[c:5]([CH2:7][N:8]2[CH2:9][CH2:10][CH:11]([c:14]3[cH:15][cH:16][c:17]([C:18](=[O:19])[NH:20][c:21]4[c:22]([NH:27][C:28](=[O:29])[O:30][C:31]([CH3:32])([CH3:33])[CH3:34])[cH:23][cH:24][cH:25][cH:26]4)[cH:35][cH:36]3)[CH2:12][CH2:13]2)[cH:6]1.[CH3:42][OH:43].[ClH:39].[Na+:41].[OH-:40].[OH2:38]>>[CH3:1][n:2]1[n:3][c:4]([CH3:37])[c:5]([CH2:7][N:8]2[CH2:9][CH2:10][CH:11]([c:14]3[cH:15][cH:16][c:17]([C:18](=[O:19])[NH:20][c:21]4[c:22]([NH2:27])[cH:23][cH:24][cH:25][cH:26]4)[cH:35][cH:36]3)[CH2:12][CH2:13]2)[cH:6]1. The reactants are BrC=1C=C2C=3N(C(C(NC3C1)=O)=O)C(CC2)CC(NC2=CC=C(C=C2)CNC(=O)OC(C)(C)C)=O (9-bromo-5-[(p-tert-butoxycarbonylaminomethylphenyl)carbamoylmethyl]-6,7-dihydro-1H, 5H-pyrido[1,2,3-de]quinoxaline-2,3-dione), Cl (HCl). Run in C1CCOC1 (THF), O1CCOCC1 (dioxane). Reaction conditions: time 3 hour. The product is Cl.BrC=1C=C2C=3N(C(C(NC3C1)=O)=O)C(CC2)CC(NC2=CC=C(C=C2)CN)=O (9-Bromo-5-[(p-aminomethylphenyl)carbamoylmethyl]-6,7-dihydro-1H, 5H-pyrido[1,2,3-de]quinoxaline-2,3-dione hydrochloride). The yield is 97.0%. As a reaction SMILES: [Br:1][C:2]1[CH:3]=[C:4]2[CH2:16][CH2:15][CH:14]([CH2:17][C:18](=[O:35])[NH:19][C:20]3[CH:25]=[CH:24][C:23]([CH2:26][NH:27]C(OC(C)(C)C)=O)=[CH:22][CH:21]=3)[N:6]3[C:7](=[O:13])[C:8](=[O:12])[NH:9][C:10]([CH:11]=1)=[C:5]23.[ClH:36]>C1COCC1.O1CCOCC1>[ClH:36].[Br:1][C:2]1[CH:3]=[C:4]2[CH2:16][CH2:15][CH:14]([CH2:17][C:18](=[O:35])[NH:19][C:20]3[CH:21]=[CH:22][C:23]([CH2:26][NH2:27])=[CH:24][CH:25]=3)[N:6]3[C:7](=[O:13])[C:8](=[O:12])[NH:9][C:10]([CH:11]=1)=[C:5]23 |f:4.5|. Procedure: To a solution of 9-bromo-5-[(p-tert-butoxycarbonylaminomethylphenyl)carbamoylmethyl]-6,7-dihydro-1H, 5H-pyrido[1,2,3-de]quinoxaline-2,3-dione (180 mg, 0.3 mmol) in THF (6 mL) was added 4N HCl in dioxane (6 mL). The mixture was stirred for 3 h at room temperature and concentrated. The residue was collected by filtration, washed with diethyl ether, and dried in vacuo to give 140 mg of the title compound (97%): mp>270° C.; 1H NMR (270 MHz, DMSO-d6) δ12.11 (s, 1H), 10.27 (s, 1H), 8.27 (bs, 2H), 7.61... Reactants: N1(CCNCC1)C1=C2C(=NC(=NC2=CC=C1)N)N (5-piperazin-1-yl-quinazoline-2,4-diamine), FC1=C(C(=O)Cl)C=CC=C1F (2,3-difluorobenzoyl chloride). Product: NC1=NC2=CC=CC(=C2C(=N1)N)N1CCN(CC1)C(=O)C1=C(C(=CC=C1)F)F ([4-(2,4-Diamino-quinazolin-5-yl)-piperazin-1-yl]-(2,3-difluoro-phenyl)-methanone). Yield: 36.0%. As a reaction SMILES: [N:1]1([C:7]2[CH:16]=[CH:15][CH:14]=[C:13]3[C:8]=2[C:9]([NH2:18])=[N:10][C:11]([NH2:17])=[N:12]3)[CH2:6][CH2:5][NH:4][CH2:3][CH2:2]1.[F:19][C:20]1[C:28]([F:29])=[CH:27][CH:26]=[CH:25][C:21]=1[C:22](Cl)=[O:23]>>[NH2:17][C:11]1[N:10]=[C:9]([NH2:18])[C:8]2[C:13](=[CH:14][CH:15]=[CH:16][C:7]=2[N:1]2[CH2:6][CH2:5][N:4]([C:22]([C:21]3[CH:25]=[CH:26][CH:27]=[C:28]([F:29])[C:20]=3[F:19])=[O:23])[CH2:3][CH2:2]2)[N:12]=1. Procedure: Title compound was prepared via Resin Method using 5-piperazin-1-yl-quinazoline-2,4-diamine (50 mg; 0.2 mmol) and 2,3-difluorobenzoyl chloride (72.4 mg; 0.41 mmol) to obtain 27.6 mg. (36% yield). 1H NMR (400 MHz, DMSO-d6) δ 8.71 (s, 1H), 7.54 (m, 1H), 7.34 (m, 3H), 7.11 (br s, 1H), 6.98 (d, J=8.0 Hz, 1H), 6.84 (d, J=8.0 Hz, 1H), 5.93 (br s, 2H), 4.60 (br d, 1H), 3.50 (br s, 2H), 3.18 (m, 2H), 3.02 (m, 1H), 2.73 (m, 2H).